From a dataset of the Open Reaction Database (ORD), a public repository of structured organic reaction records. describe an organic reaction: reactants, conditions, products, and yield The reactants are CO, COc1ccc2c(c1)CCN(c1ccccc1)C2c1ccc(Cl)cc1, ClCCl, ClCCl. Product: Oc1ccc2c(c1)CCN(c1ccccc1)C2c1ccc(Cl)cc1. As a reaction SMILES: [CH3:29][OH:30].[Cl:1][c:2]1[cH:3][cH:4][c:5]([CH:8]2[N:9]([c:20]3[cH:21][cH:22][cH:23][cH:24][cH:25]3)[CH2:10][CH2:11][c:12]3[cH:13][c:14]([O:18][CH3:19])[cH:15][cH:16][c:17]32)[cH:6][cH:7]1.[Cl:26][CH2:27][Cl:28].[Cl:31][CH2:32][Cl:33]>>[Cl:1][c:2]1[cH:3][cH:4][c:5]([CH:8]2[N:9]([c:20]3[cH:21][cH:22][cH:23][cH:24][cH:25]3)[CH2:10][CH2:11][c:12]3[cH:13][c:14]([OH:18])[cH:15][cH:16][c:17]32)[cH:6][cH:7]1.